From a dataset of the Open Reaction Database (ORD), a public repository of structured organic reaction records. describe an organic reaction: reactants, conditions, products, and yield Reactants: CC(C)CS(=O)(=O)Cl, Cl, Cl, Cc1cc(NCc2ccc(Cl)cc2Cl)c2cccc(OCCN)c2n1. The product is Cc1cc(NCc2ccc(Cl)cc2Cl)c2cccc(OCCNS(=O)(=O)CC(C)C)c2n1. RXN SMILES: [CH2:28]([CH:29]([CH3:30])[CH3:31])[S:32](=[O:33])(=[O:34])[Cl:35].[ClH:1].[ClH:2].[NH2:3][CH2:4][CH2:5][O:6][c:7]1[cH:8][cH:9][cH:10][c:11]2[c:12]([NH:18][CH2:19][c:20]3[c:21]([Cl:27])[cH:22][c:23]([Cl:26])[cH:24][cH:25]3)[cH:13][c:14]([CH3:17])[n:15][c:16]12>>[NH:3]([CH2:4][CH2:5][O:6][c:7]1[cH:8][cH:9][cH:10][c:11]2[c:12]([NH:18][CH2:19][c:20]3[c:21]([Cl:27])[cH:22][c:23]([Cl:26])[cH:24][cH:25]3)[cH:13][c:14]([CH3:17])[n:15][c:16]12)[S:32]([CH2:28][CH:29]([CH3:30])[CH3:31])(=[O:33])=[O:34]. Reactants: N=1N=C(NC1)S (4H-1,2,4-triazole-3-thiol), C([O-])([O-])=O.[K+].[K+] (potassium carbonate), FC1=C(C=CC=C1)COC(=O)[C@]1([C@@H]2[C@H]([C@@H]2[C@H](C1)OS(=O)(=O)C1=CC=C(C=C1)C)C(=O)OCC1=C(C=CC=C1)F)NC(=O)OC(C)(C)C (bis[(2-fluorophenyl)methyl](1S,2S,4S,5R,6R)-2-(tert-butoxy carbonylamino)-4-(p-tolylsulfonyloxy)bicyclo[3.1.0]hexane-2,6-dicarboxylate). Solvent: CN(C=O)C (N,N-dimethylformamide). Reaction conditions: temperature 70 celsius, time 8 hour. Yields the product FC1=C(C=CC=C1)COC(=O)[C@]1([C@@H]2[C@H]([C@@H]2[C@@H](C1)SC1=NN=CN1)C(=O)OCC1=C(C=CC=C1)F)NC(=O)OC(C)(C)C (Bis[(2-fluorophenyl)methyl](1R,2S,4R,5R,6R)-2-(tert-butoxycarbonylamino)-4-(4H-1,2,4-triazol-3-ylsulfanyl)bicyclo[3.1.0]hexane-2,6-dicarboxylate). Isolated yield 78.1%. Reaction SMILES: [N:1]1[N:2]=[C:3]([SH:6])[NH:4][CH:5]=1.C(=O)([O-])[O-].[K+].[K+].[F:13][C:14]1[CH:19]=[CH:18][CH:17]=[CH:16][C:15]=1[CH2:20][O:21][C:22]([C@:24]1([NH:52][C:53]([O:55][C:56]([CH3:59])([CH3:58])[CH3:57])=[O:54])[CH2:29][C@H:28](OS(C2C=CC(C)=CC=2)(=O)=O)[C@@H:27]2[C@H:25]1[C@H:26]2[C:41]([O:43][CH2:44][C:45]1[CH:50]=[CH:49][CH:48]=[CH:47][C:46]=1[F:51])=[O:42])=[O:23]>CN(C)C=O>[F:13][C:14]1[CH:19]=[CH:18][CH:17]=[CH:16][C:15]=1[CH2:20][O:21][C:22]([C@:24]1([NH:52][C:53]([O:55][C:56]([CH3:59])([CH3:58])[CH3:57])=[O:54])[CH2:29][C@@H:28]([S:6][C:3]2[NH:4][CH:5]=[N:1][N:2]=2)[C@@H:27]2[C@H:25]1[C@H:26]2[C:41]([O:43][CH2:44][C:45]1[CH:50]=[CH:49][CH:48]=[CH:47][C:46]=1[F:51])=[O:42])=[O:23] |f:1.2.3|. Procedure details: Add 4H-1,2,4-triazole-3-thiol (0.59 g, 5.87 mmol) and potassium carbonate (0.81 g, 5.87 mmol) to a solution of bis[(2-fluorophenyl)methyl](1S,2S,4S,5R,6R)-2-(tert-butoxy carbonylamino)-4-(p-tolylsulfonyloxy)bicyclo[3.1.0]hexane-2,6-dicarboxylate (2.63 g, 3.92 mmol) in dry N,N-dimethylformamide (15.66 mL). Heat the resulting mixture at 70° C. under nitrogen in a sealed tube and maintain stirring overnight. Quench with water and dilute with ethyl acetate. Wash the organic layer with citric acid so...